Dataset: the Open Reaction Database (ORD), a public repository of structured organic reaction records. Task: describe an organic reaction: reactants, conditions, products, and yield The reactants are Fc1ccc(Br)c(F)c1, O=C(c1ccc(OCCN2CCCCC2)cc1)c1c(OS(=O)(=O)C(F)(F)F)ccc2cc(OCc3ccccc3)ccc12, CC#N, [Cs+], [F-]. Yields the product O=C(c1ccc(OCCN2CCCCC2)cc1)c1c(-c2ccc(F)cc2F)ccc2cc(OCc3ccccc3)ccc12. RXN SMILES: [Br:46][c:47]1[c:48]([F:54])[cH:49][c:50]([F:53])[cH:51][cH:52]1.[CH2:1]([c:2]1[cH:3][cH:4][cH:5][cH:6][cH:7]1)[O:8][c:9]1[cH:10][c:11]2[cH:12][cH:13][c:14]([O:36][S:37]([C:38]([F:39])([F:40])[F:41])(=[O:42])=[O:43])[c:15]([C:19]([c:20]3[cH:21][cH:22][c:23]([O:26][CH2:27][CH2:28][N:29]4[CH2:30][CH2:31][CH2:32][CH2:33][CH2:34]4)[cH:24][cH:25]3)=[O:35])[c:16]2[cH:17][cH:18]1.[CH3:55][C:56]#[N:57].[Cs+:45].[F-:44]>>[CH2:1]([c:2]1[cH:3][cH:4][cH:5][cH:6][cH:7]1)[O:8][c:9]1[cH:10][c:11]2[cH:12][cH:13][c:14](-[c:47]3[c:48]([F:54])[cH:49][c:50]([F:53])[cH:51][cH:52]3)[c:15]([C:19]([c:20]3[cH:21][cH:22][c:23]([O:26][CH2:27][CH2:28][N:29]4[CH2:30][CH2:31][CH2:32][CH2:33][CH2:34]4)[cH:24][cH:25]3)=[O:35])[c:16]2[cH:17][cH:18]1. Reactants: C1(=CC=CC=C1)C1=C(C2=C(CCC1)C=CC=C2)C2=CC=C(C=C2)C=CC(=O)O (3-[4-(6-Phenyl-8,9-dihydro-7H-benzo-cyclohepten-5-yl)-phenyl]-acrylic acid), CS(=O)(=O)N (methylsulfonamide). Product: C1(=CC=CC=C1)C1=C(C2=C(CCC1)C=CC=C2)C2=CC=C(C=C2)C=CC(=O)NS(=O)(=O)C (N-{3-[4-(6-phenyl-8,9-dihydro-7H-benzo-cyclohepten-5-yl)-phenyl]-acryloyl}-methanesulfonamide). Reaction SMILES: [C:1]1([C:7]2[CH2:13][CH2:12][CH2:11][C:10]3[CH:14]=[CH:15][CH:16]=[CH:17][C:9]=3[C:8]=2[C:18]2[CH:23]=[CH:22][C:21]([CH:24]=[CH:25][C:26]([OH:28])=O)=[CH:20][CH:19]=2)[CH:6]=[CH:5][CH:4]=[CH:3][CH:2]=1.[CH3:29][S:30]([NH2:33])(=[O:32])=[O:31]>>[C:1]1([C:7]2[CH2:13][CH2:12][CH2:11][C:10]3[CH:14]=[CH:15][CH:16]=[CH:17][C:9]=3[C:8]=2[C:18]2[CH:23]=[CH:22][C:21]([CH:24]=[CH:25][C:26]([NH:33][S:30]([CH3:29])(=[O:32])=[O:31])=[O:28])=[CH:20][CH:19]=2)[CH:6]=[CH:5][CH:4]=[CH:3][CH:2]=1. Procedure: Prepared from the coupling of 2e and methylsulfonamide by the method described in Procedure 1, Method A. Yield (68%); 1H NMR (CDCl3) δ 7.66 (d, J=15.7 Hz, 1H), 7.18 (m, 10H), 6.95 (d, J=8.1 Hz, 2H), 6.84 (d, J=7.3 Hz, 1H), 6.28 (d, J=15.7 Hz, 1H), 3.36 (s, 3H), 2.82 (t, J=7.0 Hz, 2H), 2.41 (t, J=7.0 Hz, 2H), 2.19 (m, 2H); ESI m/z: 442 (M−H−, 100%). The reactants are O=C(n1ccnc1)n1ccnc1, CCCN(CCC)S(=O)(=O)c1ccc(C(=O)O)cc1, CN(C)C=O, CN1CCN(c2cccc3c2CC(N)CC3)CC1, O=C=O. The product is CCCN(CCC)S(=O)(=O)c1ccc(C(=O)NC2CCc3cccc(N4CCN(C)CC4)c3C2)cc1. As a reaction SMILES: [C:20]([n:21]1[cH:22][cH:23][n:24][cH:25]1)([n:26]1[cH:27][cH:28][n:29][cH:30]1)=[O:31].[CH2:1]([CH2:2][CH3:3])[N:4]([CH2:5][CH2:6][CH3:7])[S:8](=[O:9])(=[O:10])[c:11]1[cH:12][cH:13][c:14]([C:15](=[O:16])[OH:17])[cH:18][cH:19]1.[CH3:53][N:54]([CH3:55])[CH:56]=[O:57].[NH2:35][CH:36]1[CH2:37][c:38]2[c:39]([N:46]3[CH2:47][CH2:48][N:49]([CH3:52])[CH2:50][CH2:51]3)[cH:40][cH:41][cH:42][c:43]2[CH2:44][CH2:45]1.[O:32]=[C:33]=[O:34]>>[CH2:1]([CH2:2][CH3:3])[N:4]([CH2:5][CH2:6][CH3:7])[S:8](=[O:9])(=[O:10])[c:11]1[cH:12][cH:13][c:14]([C:15](=[O:17])[NH:35][CH:36]2[CH2:37][c:38]3[c:39]([N:46]4[CH2:47][CH2:48][N:49]([CH3:52])[CH2:50][CH2:51]4)[cH:40][cH:41][cH:42][c:43]3[CH2:44][CH2:45]2)[cH:18][cH:19]1. Starting materials: CC1(C(C=2N(CC1)C=NC2)=O)C (7,7-dimethyl-6,7-dihydro-5H-imidazo[1,5-a]pyridin-8-one), O1CCCC1 (tetrahydrofuran), COC1=CC=C(C=C1)[Mg]Br (4-methoxyphenylmagnesium bromide), Cl (HCl). Conditions: temperature 0 celsius, time 1 hour. Yields the product COC1=CC=C(C=C1)C1C=2N(CCC1(C)C)C=NC2O (8-(4-Methoxyphenyl)-7,7-dimethyl-5,6,7,8-tetrahydroimidazo[1,5-a]pyridin-ol). As a reaction SMILES: [CH3:1][C:2]1([CH3:12])[CH2:7][CH2:6][N:5]2[CH:8]=[N:9][CH:10]=[C:4]2[C:3]1=O.[CH3:13][O:14][C:15]1[CH:20]=[CH:19][C:18]([Mg]Br)=[CH:17][CH:16]=1.Cl.[O:24]1CCCC1>>[CH3:13][O:14][C:15]1[CH:20]=[CH:19][C:18]([CH:3]2[C:2]([CH3:12])([CH3:1])[CH2:7][CH2:6][N:5]3[CH:8]=[N:9][C:10]([OH:24])=[C:4]23)=[CH:17][CH:16]=1. Reported procedure: A solution of 7.90 mmol of 7,7-dimethyl-6,7-dihydro-5H-imidazo[1,5-a]pyridin-8-one in 50 ml of tetrahydrofuran is admixed at 0-5° C. with 15.8 mmol of 4-methoxyphenylmagnesium bromide (0.5M solution in tetrahydrofuran). The reaction solution is subsequently stirred at 0° C. for 1 hour and then at room temperature for 16 hours. The reaction solution is hydrolysed with 0.5N HCl and extracted with tert-butyl methyl ether. The aqueous phase is rendered basic with saturated aqueous sodium hydrogen ca... The reactants are C(#N)C1=CC=C(CBr)C=C1 (p-cyanobenzyl bromide), C(Cl)Cl.CO (CH2Cl2 CH3OH), [N+](#[C-])CC(=O)N1CCCCC1 (N-isocyanoacetylpiperidine), C(C)(C)[N-]C(C)C.[Li+] (lithium diisopropylamide). The solvent is C1CCOC1 (THF), O (water), C1CCOC1 (THF), C1CCOC1 (THF). Run at time 3 hour. Product: C(#N)C1=CC=C(C=C1)C1CN(CCC1)C(C(C)[N+]#[C-])=O (3-(p-cyanophenyl)-2-isocyanopropionylpiperidine). As a reaction SMILES: [N+:1]([CH2:3][C:4]([N:6]1[CH2:11][CH2:10][CH2:9][CH2:8][CH2:7]1)=[O:5])#[C-:2].[CH:12]([N-]C(C)C)(C)C.[Li+].[C:20]([C:22]1[CH:29]=[CH:28][C:25](CBr)=[CH:24][CH:23]=1)#[N:21].C(Cl)Cl.CO>C1COCC1.O>[C:20]([C:22]1[CH:29]=[CH:28][C:25]([CH:8]2[CH2:9][CH2:10][CH2:11][N:6]([C:4](=[O:5])[CH:3]([N+:1]#[C-:2])[CH3:12])[CH2:7]2)=[CH:24][CH:23]=1)#[N:21] |f:1.2,4.5|. Reported procedure: 22.0 g (144.5 mmol) of N-isocyanoacetylpiperidine in 160 ml of THF were added dropwise to 159 mmol of lithium diisopropylamide in 430 ml of THF at -70° C. Subsequently 28.3 g (144.5 mmol) of p-cyanobenzyl bromide dissolved in 300 ml of THF were added dropwise to the mixture at -70° C. and, after stirring at this temperature for 3 h (reaction complete according to TLC, mobile phase CH2Cl2 /CH3OH 9/1), 70 ml of water were added dropwise. The solution was concentrated under reduced pressure, the re... As a reaction SMILES: [Br:1][CH2:2][CH2:3][F:4].[C:12]([NH2:13])(=[O:14])[CH:15]1[NH:16][CH2:17][CH:18]([S:20][CH2:21][c:22]2[cH:23][cH:24][c:25]([O:28][CH3:29])[cH:26][cH:27]2)[CH2:19]1.[C:7](=[O:8])([OH:9])[O-:10].[CH3:30][N:31]([CH3:32])[CH:33]=[O:34].[I-:6].[Na+:11].[Na+:5]>>[CH2:2]([CH2:3][F:4])[N:16]1[CH:15]([C:12]([NH2:13])=[O:14])[CH2:19][CH:18]([S:20][CH2:21][c:22]2[cH:23][cH:24][c:25]([O:28][CH3:29])[cH:26][cH:27]2)[CH2:17]1. The reactants are FCCBr, COc1ccc(CSC2CNC(C(N)=O)C2)cc1, O=C([O-])O, CN(C)C=O, [I-], [Na+], [Na+]. The product is COc1ccc(CSC2CC(C(N)=O)N(CCF)C2)cc1. Starting materials: [H-].[Na+] (sodium hydride), CN(C1=CC=C(C=C1)S(=O)(=O)Cl)C (4-dimethylamino-benzenesulfonyl chloride), C(C)(C)(C)OC(\C=C\C1=CNC=C1)=O ((E)-3-(1H-pyrrol-3-yl)acrylic acid tert-butyl ester), C(C)(C)(C)OC(\C=C\C1=CNC=C1)=O ((E)-3-(1H-pyrrol-3-yl)acrylic acid tert-butyl ester). Yields the product C(C)(C)(C)OC(\C=C\C1=CN(C=C1)S(=O)(=O)C1=CC=C(C=C1)N(C)C)=O ((E)-3-[1-(4-Dimethylamino-benzensulfonyl)-1H-pyrrol-3-yl]-acrylic acid tert-butyl ester). RXN SMILES: [H-].[Na+].[C:3]([O:7][C:8](=[O:16])/[CH:9]=[CH:10]/[C:11]1[CH:15]=[CH:14][NH:13][CH:12]=1)([CH3:6])([CH3:5])[CH3:4].[CH3:17][N:18]([CH3:29])[C:19]1[CH:24]=[CH:23][C:22]([S:25](Cl)(=[O:27])=[O:26])=[CH:21][CH:20]=1>>[C:3]([O:7][C:8](=[O:16])/[CH:9]=[CH:10]/[C:11]1[CH:15]=[CH:14][N:13]([S:25]([C:22]2[CH:21]=[CH:20][C:19]([N:18]([CH3:29])[CH3:17])=[CH:24][CH:23]=2)(=[O:27])=[O:26])[CH:12]=1)([CH3:6])([CH3:4])[CH3:5] |f:0.1|. Procedure details: Starting materials: sodium hydride 60% (0.031 g), (E)-3-(1H-pyrrol-3-yl)-acrylic acid tert-butyl ester (compound D1) (0.100 g), 4-dimethylamino-benzenesulfonyl chloride (0.145 g). Reaction conditions: 30° C., 45 min; −30° C., 2.5 hours. The reactants are C(=O)(C(F)(F)F)O (TFA), FC(C1=CC=C(C=C1)NNC(=O)OC(C)(C)C)(F)F (tert-butyl 2-(4-(trifluoromethyl)phenyl)hydrazinecarboxylate), ClC1=CC=C(C(=C1C(=O)N=C=O)F)CNC(C(C)(C)C)=O (6-chloro-2-fluoro-3-(pivalamidomethyl)benzoyl isocyanate). The solvent is C(Cl)Cl (DCM). Yields the product ClC1=C(C(=C(CNC(C(C)(C)C)=O)C=C1)F)C1=NN(C(N1)=O)C1=CC=C(C=C1)C(F)(F)F (N-(4-Chloro-2-fluoro-3-(5-oxo-1-(4-(trifluoromethyl)phenyl)-4,5-dihydro-1H-1,2,4-triazol-3-yl)benzyl)pivalamide), pure product. Reaction SMILES: [F:1][C:2]([F:19])([F:18])[C:3]1[CH:8]=[CH:7][C:6]([NH:9][NH:10]C(OC(C)(C)C)=O)=[CH:5][CH:4]=1.[Cl:20][C:21]1[C:26]([C:27]([N:29]=[C:30]=[O:31])=O)=[C:25]([F:32])[C:24]([CH2:33][NH:34][C:35](=[O:40])[C:36]([CH3:39])([CH3:38])[CH3:37])=[CH:23][CH:22]=1.C(O)(C(F)(F)F)=O>C(Cl)Cl>[Cl:20][C:21]1[CH:22]=[CH:23][C:24]([CH2:33][NH:34][C:35](=[O:40])[C:36]([CH3:39])([CH3:38])[CH3:37])=[C:25]([F:32])[C:26]=1[C:27]1[NH:29][C:30](=[O:31])[N:9]([C:6]2[CH:7]=[CH:8][C:3]([C:2]([F:1])([F:19])[F:18])=[CH:4][CH:5]=2)[N:10]=1. Procedure: The title compound was prepared by following the procedure as described for Example-83 by using tert-butyl 2-(4-(trifluoromethyl)phenyl)hydrazinecarboxylate (Intermediate-53, 0.060 g, 0.21 mmol), 6-chloro-2-fluoro-3-(pivalamidomethyl)benzoyl isocyanate (Intermediate-51, 0.101 g, 0.32 mmol), DCM (10 mL) and TFA (3 mL) to afford 0.025 g of pure product. 1H NMR (300 MHz, CDCl3): δ 1.19 (s, 9H), 4.40 (m, 2H), 6.22 (m, 1H), 7.26 (m, 1H), 7.35 (m, 1H), 7.62 (d, J=8.1 Hz, 2H), 8.12 (d, J=7.8 Hz, 2H); M...